From a dataset of the Open Reaction Database (ORD), a public repository of structured organic reaction records. describe an organic reaction: reactants, conditions, products, and yield The reactants are C(C)(C)(C)OC(=O)NC(C(=O)O)(CO)C (2-((tert-butoxycarbonyl)amino)-3-hydroxy-2-methylpropanoic acid), CN1CCOCC1 (4-methylmorpholine), C(C(C)(C)C)C=1C=C(C(=CC1)N)N (4-neopentylbenzene-1,2-diamine), C(C)(=O)O (acetic acid), C(C(C)C)OC(=O)Cl (isobutylchloroformate), FC(C(=O)O)(F)F (trifluoroacetic acid). Run in C(C)#N (acetonitrile). Conditions: time 30 minute. The product is NC(CO)(C)C1=NC2=C(N1)C=C(C=C2)CC(C)(C)C (2-Amino-2-[6-(2,2-dimethylpropyl)-1H-benzimidazol-2-yl]propan-1-ol). Yield: 10.1%. As a reaction SMILES: C(OC([NH:8][C:9]([CH3:15])([CH2:13][OH:14])[C:10](O)=O)=O)(C)(C)C.CN1CCOCC1.C(OC(Cl)=O)C(C)C.[CH2:31]([C:36]1[CH:37]=[C:38]([NH2:43])[C:39]([NH2:42])=[CH:40][CH:41]=1)[C:32]([CH3:35])([CH3:34])[CH3:33].C(O)(=O)C.FC(F)(F)C(O)=O>C(#N)C>[NH2:8][C:9]([C:10]1[NH:43][C:38]2[CH:37]=[C:36]([CH2:31][C:32]([CH3:35])([CH3:34])[CH3:33])[CH:41]=[CH:40][C:39]=2[N:42]=1)([CH3:15])[CH2:13][OH:14]. Procedure: To a solution of 2-((tert-butoxycarbonyl)amino)-3-hydroxy-2-methylpropanoic acid (Preparation 53, 186 mg, 0.85 mmol) acetonitrile (4.0 mL) and 4-methylmorpholine (0.15 mL, 1.4 mmol) cooled in an ice/brine bath was added isobutylchloroformate (0.050 mL, 0.38 mmol). The mixture was stirred for 30 minutes and then 4-neopentylbenzene-1,2-diamine (Preparation 83, 139 mg, 0.78 mmol) was added. The reaction mixture was allowed to warm to room temperature and stir for 4 days. The solvent was evaporated ...